From a dataset of the Open Reaction Database (ORD), a public repository of structured organic reaction records. describe an organic reaction: reactants, conditions, products, and yield As a reaction SMILES: [OH:1][C:2]1[CH:3]=[C:4]([C:8]2[CH:13]=[CH:12][C:11]([O:14][CH3:15])=[CH:10][CH:9]=2)[CH:5]=[CH:6][CH:7]=1.[CH3:16][C@@H:17]([CH2:21][CH2:22][CH2:23][CH2:24][CH2:25][CH3:26])[C:18](Cl)=[O:19]>>[CH3:16][C@@H:17]([CH2:21][CH2:22][CH2:23][CH2:24][CH2:25][CH3:26])[C:18]([O:1][C:2]1[CH:3]=[C:4]([C:8]2[CH:13]=[CH:12][C:11]([O:14][CH3:15])=[CH:10][CH:9]=2)[CH:5]=[CH:6][CH:7]=1)=[O:19]. Starting materials: OC=1C=C(C=CC1)C1=CC=C(C=C1)OC (3'-hydroxy-4-methoxy-1,1'-biphenyl), OC=1C=C(C=CC1)C1=CC=C(C=C1)OC (3'-Hydroxy-4-methoxy-1,1'-biphenyl), C[C@H](C(=O)Cl)CCCCCC ((S)-2-methyloctanoylchloride). Yields the product C[C@H](C(=O)OC=1C=C(C=CC1)C1=CC=C(C=C1)OC)CCCCCC ((S)-3'-(2-Methyloctanoyloxy)-4-methoxy-1,1'-biphenyl). Procedure: Using 3'-hydroxy-4-methoxy-1,1'-biphenyl (4.2 g, 20.4 mmol) obtained in Example 1, (3) and (S)-2-methyloctanoylchloride (4.1 g, 21.5 mmol), the reaction was carried out in the same manner as described in Example 1, (5), to give the title compound as a pale yellow oil; yield: 5.4 g. Reactants: C(C)C1C(C2=CC(=C(C(=C2C1=O)Cl)Cl)OC)=O (2-ethyl-4,5-dichloro-6-methoxyindan-1,3-dione), C([O-])([O-])=O.[K+].[K+] (potassium carbonate), CI (methyl iodide), O (water). Solvent: CN(C=O)C (dimethylformamide). Conditions: time 15 minute. The product is C(C)C1(C(C2=CC(=C(C(=C2C1=O)Cl)Cl)OC)=O)C (2-Ethyl-2-methyl-4,5-dichloro-6-methoxyindan-1,3-dione). Reaction SMILES: [CH2:1]([CH:3]1[C:11](=[O:12])[C:10]2[C:5](=[CH:6][C:7]([O:15][CH3:16])=[C:8]([Cl:14])[C:9]=2[Cl:13])[C:4]1=[O:17])[CH3:2].[C:18](=O)([O-])[O-].[K+].[K+].CI.O>CN(C)C=O>[CH2:1]([C:3]1([CH3:18])[C:11](=[O:12])[C:10]2[C:5](=[CH:6][C:7]([O:15][CH3:16])=[C:8]([Cl:14])[C:9]=2[Cl:13])[C:4]1=[O:17])[CH3:2] |f:1.2.3|. Procedure details: A stirred solution of 2-ethyl-4,5-dichloro-6-methoxyindan-1,3-dione (1.3 g.) in dimethylformamide (15 ml.) is treated with potassium carbonate (1.26 g.) and methyl iodide. After 15 minutes, the reaction is poured into water (75 ml.) affording 1.3 g. of 2-ethyl-2-methyl-4,5-dichloro-6-methoxyindan-1,3-dione which melts at 157°C. after recrystallization from ethanol.